Dataset: the Open Reaction Database (ORD), a public repository of structured organic reaction records. Task: describe an organic reaction: reactants, conditions, products, and yield Starting materials: C(C)(C)(C)OC(=O)N1C[C@H]([C@@H](CC1)NC1=C2C(=NC=C1[N+](=O)[O-])N(C=C2)S(=O)(=O)C2=CC=CC=C2)F (trans-4-(1-benzenesulfonyl-5-nitro-1H-pyrrolo[2,3-b]pyridin-4-ylamino)-3-fluoro-piperidine-1-carboxylic acid tert-butyl ester). The reagents and catalysts are [Pd] (palladium on activated carbon). The solvent is C(C)(=O)OCC (ethyl acetate). Run at temperature 50 celsius, time 8 hour. Yields the product C(C)(C)(C)OC(=O)N1C[C@H]([C@@H](CC1)NC1=C2C(=NC=C1N)N(C=C2)S(=O)(=O)C2=CC=CC=C2)F (trans-4-(5-amino-1-benzenesulfonyl-1H-pyrrolo[2,3-b]pyridin-4-ylamino)-3-fluoro-piperidine-1-carboxylic acid tert-butyl ester). The yield is 92.3%. Reaction SMILES: [C:1]([O:5][C:6]([N:8]1[CH2:13][CH2:12][C@@H:11]([NH:14][C:15]2[C:20]([N+:21]([O-])=O)=[CH:19][N:18]=[C:17]3[N:24]([S:27]([C:30]4[CH:35]=[CH:34][CH:33]=[CH:32][CH:31]=4)(=[O:29])=[O:28])[CH:25]=[CH:26][C:16]=23)[C@H:10]([F:36])[CH2:9]1)=[O:7])([CH3:4])([CH3:3])[CH3:2]>C(OCC)(=O)C.[Pd]>[C:1]([O:5][C:6]([N:8]1[CH2:13][CH2:12][C@@H:11]([NH:14][C:15]2[C:20]([NH2:21])=[CH:19][N:18]=[C:17]3[N:24]([S:27]([C:30]4[CH:31]=[CH:32][CH:33]=[CH:34][CH:35]=4)(=[O:29])=[O:28])[CH:25]=[CH:26][C:16]=23)[C@H:10]([F:36])[CH2:9]1)=[O:7])([CH3:4])([CH3:2])[CH3:3]. Procedure details: A stirred solution of trans-4-(1-benzenesulfonyl-5-nitro-1H-pyrrolo[2,3-b]pyridin-4-ylamino)-3-fluoro-piperidine-1-carboxylic acid tert-butyl ester (0.231 g, 0.445 mmol) in ethyl acetate (5 ml) was treated with 10% palladium on activated carbon (0.025 g, 0.023 mmol) and stirred at 50° C. overnight. The mixture was then filtered through Celite, washed with copious methanol and concentrated under vacuum to give 201 mg (92%) of trans-4-(5-amino-1-benzenesulfonyl-1H-pyrrolo[2,3-b]pyridin-4-ylamino)-...